Dataset: the Open Reaction Database (ORD), a public repository of structured organic reaction records. Task: describe an organic reaction: reactants, conditions, products, and yield Reactants: 1A, C(C=1C(N)=CC=CC1)(=O)O (anthranilic acid), O1C(=O)C=CC2=CC(=CC=C12)C=O (coumarin-6-carboxaldehyde). Yields the product O=C1OC2=CC=C(C=C2C=C1)CNC1=C(C(=O)O)C=CC=C1 (2-[(2-Oxo-2H-chromen-6-ylmethyl)-amino]-benzoic acid). Reaction SMILES: [C:1]([OH:10])(=[O:9])[C:2]1[C:3](=[CH:5][CH:6]=[CH:7][CH:8]=1)[NH2:4].[O:11]1[C:21]2[C:16](=[CH:17][C:18]([CH:22]=O)=[CH:19][CH:20]=2)[CH:15]=[CH:14][C:12]1=[O:13]>>[O:13]=[C:12]1[CH:14]=[CH:15][C:16]2[C:21](=[CH:20][CH:19]=[C:18]([CH2:22][NH:4][C:3]3[CH:5]=[CH:6][CH:7]=[CH:8][C:2]=3[C:1]([OH:10])=[O:9])[CH:17]=2)[O:11]1. Procedure details: Prepared by a similar procedure as described for preparation 1A, starting from anthranilic acid and coumarin-6-carboxaldehyde (Matrix). 13C-NMR (DMSO-d6) δ 169.9, 159.9, 152.5, 150.4, 144.1, 135.8, 134.3, 131.7, 130.7, 126.4, 118.6, 116.4, 116.3, 114.6, 111.6, 110.5, 45.0. Reactants: O.NN (hydrazine hydrate), O.NN (hydrazine hydrate), ClC=1C=C(C(=CC1Cl)F)NC1=NC=NC2=CC=C(C=C12)[N+](=O)[O-] (4-[(3,4-dichloro-6-fluorophenyl)amino]-6-nitroquinazoline), C(C)O (ethanol), O (water). The reagents and catalysts are [Ni] (Nickel). The solvent is C(C)(C)O (iso-propylalcohol). Run at time 30 minute. The product is ClC=1C=C(C(=CC1Cl)F)NC1=NC=NC2=CC=C(C=C12)N (4-[(3,4-dichloro-6-fluorophenyl)amino]-6-aminoquinazoline). RXN SMILES: [Cl:1][C:2]1[CH:3]=[C:4]([NH:10][C:11]2[C:20]3[C:15](=[CH:16][CH:17]=[C:18]([N+:21]([O-])=O)[CH:19]=3)[N:14]=[CH:13][N:12]=2)[C:5]([F:9])=[CH:6][C:7]=1[Cl:8].C(O)C.O.O.NN>[Ni].C(O)(C)C>[Cl:1][C:2]1[CH:3]=[C:4]([NH:10][C:11]2[C:20]3[C:15](=[CH:16][CH:17]=[C:18]([NH2:21])[CH:19]=3)[N:14]=[CH:13][N:12]=2)[C:5]([F:9])=[CH:6][C:7]=1[Cl:8] |f:3.4|. Reported procedure: A solution of 4-[(3,4-dichloro-6-fluorophenyl)amino]-6-nitroquinazoline (1.09 mmol) in 18 ml 9:1 ethanol:water and 11 ml iso-propylalcohol was heated to reflux temperature. 250 μl hydrazine hydrate and 0.5 ml Raney®Nickel (in water) were added thereafter. After 30 minutes, additional 50 μl of hydrazine hydrate was added, and the reflux was maintained for 20 minutes. Filtration, evaporation and silica gel chromatography (using 90% CH2Cl2/10% MeOH as elute) gave 4-[(3,4-dichloro-6-fluorophenyl)ami... The reactants are COC(=O)c1sc(-n2cnc3cnc(CO[Si](C)(C)C(C)(C)C)cc32)cc1OC(CO[Si](C)(C)C(C)(C)C)c1ccccc1Cl, CO, N. The product is CC(C)(C)[Si](C)(C)OCc1cc2c(cn1)ncn2-c1cc(OC(CO[Si](C)(C)C(C)(C)C)c2ccccc2Cl)c(C(N)=O)s1. Reaction SMILES: [C:1]([CH3:2])([CH3:3])([CH3:4])[Si:5]([O:6][CH2:7][CH:8]([O:9][c:10]1[c:11]([C:33]([O:35][CH3:34])=[O:36])[s:12][c:13](-[n:15]2[cH:16][n:17][c:18]3[cH:19][n:20][c:21]([CH2:24][O:25][Si:26]([CH3:27])([CH3:28])[C:29]([CH3:30])([CH3:31])[CH3:32])[cH:22][c:23]23)[cH:14]1)[c:37]1[c:38]([Cl:43])[cH:39][cH:40][cH:41][cH:42]1)([CH3:44])[CH3:45].[CH3:47][OH:48].[NH3:46]>>[C:1]([CH3:2])([CH3:3])([CH3:4])[Si:5]([O:6][CH2:7][CH:8]([O:9][c:10]1[c:11]([C:33](=[O:35])[NH2:46])[s:12][c:13](-[n:15]2[cH:16][n:17][c:18]3[cH:19][n:20][c:21]([CH2:24][O:25][Si:26]([CH3:27])([CH3:28])[C:29]([CH3:30])([CH3:31])[CH3:32])[cH:22][c:23]23)[cH:14]1)[c:37]1[c:38]([Cl:43])[cH:39][cH:40][cH:41][cH:42]1)([CH3:44])[CH3:45]. Starting materials: C(CCC)C(C=O)(CCC#N)CC (2-butyl-2-ethyl-4-cyanobutanal), N (ammonia), TiO2. The solvent is [H][H] (hydrogen). Yields the product C(CCC)C(CN)(CCCN)CC (2-butyl-2-ethylpentane-1,5-diamine). Isolated yield 87.3%. Reaction SMILES: [CH2:1]([C:5]([CH2:12][CH3:13])([CH2:8][CH2:9][C:10]#[N:11])[CH:6]=O)[CH2:2][CH2:3][CH3:4].[NH3:14]>[H][H]>[CH2:1]([C:5]([CH2:12][CH3:13])([CH2:8][CH2:9][CH2:10][NH2:11])[CH2:6][NH2:14])[CH2:2][CH2:3][CH3:4]. Reported procedure: 80.0 g per hour of 2-butyl-2-ethyl-4-cyanobutanal (purity 99.3%, 0.44 mol) and 200 g (330 ml, 11.76 mol) per hour of liquid ammonia were pumped from bottom to top at 250 bar and 80° C. through a tubular reactor (diameter 16 mm, fill level 20 cm, oil-heated twin jacket) upstream of the hydrogenation reactor and filled with 25.4 g (40 ml) of TiO2 (anatase) in the form of 1.5 mm pellets. 100 l(S.T.P.)/h of hydrogen were then fed in, and the product stream from the upstream imination reactor was pas... The reactants are NCCCO (3-Amino-1-propanol), ClC1=C(C=NC=C1)[N+](=O)[O-] (4-chloro-3-nitropyridine), C(O)([O-])=O.[Na+] (sodium hydrogen carbonate). Run in C(C)O (ethanol). Reaction conditions: time 3 hour. The product is OCCCNC1=C(C=NC=C1)[N+](=O)[O-] (4-(3-hydroxypropylamino)-3-nitropyridine). Yield: 43.2%. RXN SMILES: [NH2:1][CH2:2][CH2:3][CH2:4][OH:5].Cl[C:7]1[CH:12]=[CH:11][N:10]=[CH:9][C:8]=1[N+:13]([O-:15])=[O:14].C(=O)([O-])O.[Na+]>C(O)C>[OH:5][CH2:4][CH2:3][CH2:2][NH:1][C:7]1[CH:12]=[CH:11][N:10]=[CH:9][C:8]=1[N+:13]([O-:15])=[O:14] |f:2.3|. Procedure: 3-Amino-1-propanol (4.5 g, 60.0 mmol) was added slowly to a mixture of 4-chloro-3-nitropyridine (8.0 g, 50.5 mmol) and sodium hydrogen carbonate (4.2 g, 50.0 mmol) in ethanol (200 ml). The mixture was stirred for 3 h at ambient temperature and the solvent removed under reduced pressure. Saturated aqueous sodium hydrogen carbonate (50 ml) was added to the residue, which was extracted with ethyl acetate (3×200 ml). The combined organics were dried over anhydrous sodium sulphate, filtered and evapo... The reactants are Br, CC(=O)O, O=C([O-])O, O=C(Nc1ccccc1OCc1ccccc1)c1ccncc1F, [Na+], O. Product: O=C(Nc1ccccc1O)c1ccncc1F. Reaction SMILES: [BrH:25].[C:26]([OH:27])(=[O:28])[CH3:29].[C:31](=[O:32])([OH:33])[O-:34].[CH2:1]([c:2]1[cH:3][cH:4][cH:5][cH:6][cH:7]1)[O:8][c:9]1[c:10]([NH:15][C:16]([c:17]2[c:18]([F:23])[cH:19][n:20][cH:21][cH:22]2)=[O:24])[cH:11][cH:12][cH:13][cH:14]1.[Na+:35].[OH2:30]>>[OH:8][c:9]1[c:10]([NH:15][C:16]([c:17]2[c:18]([F:23])[cH:19][n:20][cH:21][cH:22]2)=[O:24])[cH:11][cH:12][cH:13][cH:14]1. Starting materials: Cl (hydrochloric acid), N1=CC=CC=C1 (pyridine), C(CCCCC)C=1C=NC(=NC1)C1=CC=C(C=C1)O (4-(5-hexyl-2-pyrimidinyl)phenol), C(CCCCCCCCCCC)C1=CC=C(S1)C(=O)Cl (5-dodecylthiophene-2-carboxylic chloride). Solvent: O (water). Reaction conditions: time 4.5 hour. Product: C(CCCCCCCCCCC)C1=CC=C(S1)C(=O)OC1=CC=C(C=C1)C1=NC=C(C=N1)CCCCCC (4-(5-hexyl-2-pyrimidinyl)phenyl 5-dodecylthiophene-2-carboxylate). Yield: 50.4%. As a reaction SMILES: N1C=CC=CC=1.[CH2:7]([C:13]1[CH:14]=[N:15][C:16]([C:19]2[CH:24]=[CH:23][C:22]([OH:25])=[CH:21][CH:20]=2)=[N:17][CH:18]=1)[CH2:8][CH2:9][CH2:10][CH2:11][CH3:12].[CH2:26]([C:38]1[S:42][C:41]([C:43](Cl)=[O:44])=[CH:40][CH:39]=1)[CH2:27][CH2:28][CH2:29][CH2:30][CH2:31][CH2:32][CH2:33][CH2:34][CH2:35][CH2:36][CH3:37].Cl>O>[CH2:26]([C:38]1[S:42][C:41]([C:43]([O:25][C:22]2[CH:21]=[CH:20][C:19]([C:16]3[N:15]=[CH:14][C:13]([CH2:7][CH2:8][CH2:9][CH2:10][CH2:11][CH3:12])=[CH:18][N:17]=3)=[CH:24][CH:23]=2)=[O:44])=[CH:40][CH:39]=1)[CH2:27][CH2:28][CH2:29][CH2:30][CH2:31][CH2:32][CH2:33][CH2:34][CH2:35][CH2:36][CH3:37]. Procedure details: 15 ml of pyridine was added to 0.49 g (1.93×10-3 mol) of 4-(5-hexyl-2-pyrimidinyl)phenol, followed by cooling on an iced water bath. To the mixture, 0.61 g (1.93×10-3 mol) of 5-dodecylthiophene-2-carboxylic chloride was added, followed by stirring for 4.5 hours at room temperature. After the reaction, the reaction mixture was poured into 100 ml of water and acidified with conc. hydrochloric acid, followed by three times of extraction with 50 ml of isopropyl ether. The organic layer was washed wi... Starting materials: FC(C(=O)O)(F)F.ClC1=CC(=C(N=N1)NN)C1CC1 ((6-Chloro-4-cyclopropylpyridazin-3-yl)hydrazine trifluoroacetic acid salt), N#CBr (cyanogen bromide). Reaction conditions: temperature 55 celsius, time 6 hour. The product is ClC=1C=C(C=2N(N1)C(=NN2)N)C2CC2 (6-Chloro-8-cyclopropyl-[1,2,4]triazolo[4,3-b]pyridazin-3-ylamine). Reaction SMILES: FC(F)(F)C(O)=O.[Cl:8][C:9]1[N:14]=[N:13][C:12]([NH:15][NH2:16])=[C:11]([CH:17]2[CH2:19][CH2:18]2)[CH:10]=1.[N:20]#[C:21]Br>>[Cl:8][C:9]1[CH:10]=[C:11]([CH:17]2[CH2:19][CH2:18]2)[C:12]2[N:13]([C:21]([NH2:20])=[N:16][N:15]=2)[N:14]=1 |f:0.1|. Procedure details: (6-Chloro-4-cyclopropylpyridazin-3-yl)hydrazine trifluoroacetic acid salt (W3.010; 400 mg) was converted and worked up analogously to W2.009. However, one further equivalent of cyanogen bromide was added and the mixture was additionally stirred at 55° C. for 6 h. 252 mg of the title compound were obtained. The reactants are 4, C([O-])([O-])=O.[K+].[K+] (potassium carbonate), BrC(C)O (bromoethanol), ClC1=CC=C(CNC(=O)C=2C=NC3=CC=C(C=C3C2O)C#CCO)C=C1 (N-(4-chlorobenzyl)-4-hydroxy-6-(3-hydroxy-1-propynyl)-3-quinolinecarboxamide), ClCCl (dichloromethane). Solvent: O (water), CO (methanol). Reaction conditions: temperature 100 celsius. The product is ClC1=CC=C(CNC(=O)C2=CN(C3=CC=C(C=C3C2=O)C#CCO)CCO)C=C1 (N-(4-Chlorobenzyl)-1-(2-hydroxyethyl)-6-(3-hydroxy-1-propynyl)-4-oxo-1,4-dihydro-3-quinolinecarboxamide). As a reaction SMILES: [Cl:1][C:2]1[CH:26]=[CH:25][C:5]([CH2:6][NH:7][C:8]([C:10]2[CH:11]=[N:12][C:13]3[C:18]([C:19]=2[OH:20])=[CH:17][C:16]([C:21]#[C:22][CH2:23][OH:24])=[CH:15][CH:14]=3)=[O:9])=[CH:4][CH:3]=1.C(=O)([O-])[O-].[K+].[K+].Br[CH:34]([OH:36])[CH3:35].ClCCl>O.CO>[Cl:1][C:2]1[CH:3]=[CH:4][C:5]([CH2:6][NH:7][C:8]([C:10]2[C:19](=[O:20])[C:18]3[C:13](=[CH:14][CH:15]=[C:16]([C:21]#[C:22][CH2:23][OH:24])[CH:17]=3)[N:12]([CH2:35][CH2:34][OH:36])[CH:11]=2)=[O:9])=[CH:25][CH:26]=1 |f:1.2.3|. Reported procedure: To a flask containing N-(4-chlorobenzyl)-4-hydroxy-6-(3-hydroxy-1-propynyl)-3-quinolinecarboxamide from Preparation No. 4 (0.37 g) is added potassium carbonate (2.75 g) and bromoethanol (0.71 mL). The flask is tightly capped and heated to 100° C. After 4 hours the reaction is cooled to room temperature and partioned between dichloromethane containing methanol and water. The organic layer is washed with two additional portions of water, brine, dried and concentrated under reduced pressure. The re... The reactants are CS(=O)(=O)O[C@@H]1C[C@@H](OCC1)C1=CC=CC=C1 (cis-2-phenyl-tetrahydro-2H-pyran-4-yl methanesulfonate), [N-]=[N+]=[N-].[Na+] (sodium azide). Isolated yield 78.8%. Procedure details: A solution of cis-2-phenyl-tetrahydro-2H-pyran-4-yl methanesulfonate (0.8 g) in DMF (10 mL) was treated with sodium azide (0.8 g) and heated at 100° C. for 4 hours. The mixture was diluted with DCM (50 mL) and washed with water and brine. The organic layer was dried and concentrated. Preparative TLC provided 0.5 g of trans-4-azido-2-phenyl-tetrahydro-2H-pyran. Solvent: C(Cl)Cl (DCM), CN(C)C=O (DMF). RXN SMILES: CS(O[C@H:6]1[CH2:11][CH2:10][O:9][C@@H:8]([C:12]2[CH:17]=[CH:16][CH:15]=[CH:14][CH:13]=2)[CH2:7]1)(=O)=O.[N-:18]=[N+:19]=[N-:20].[Na+]>CN(C=O)C.C(Cl)Cl>[N:18]([C@@H:6]1[CH2:11][CH2:10][O:9][C@@H:8]([C:12]2[CH:17]=[CH:16][CH:15]=[CH:14][CH:13]=2)[CH2:7]1)=[N+:19]=[N-:20] |f:1.2|. Yields the product N(=[N+]=[N-])[C@H]1C[C@@H](OCC1)C1=CC=CC=C1 (trans-4-azido-2-phenyl-tetrahydro-2H-pyran). Conditions: temperature 100 celsius.